From a dataset of the Open Reaction Database (ORD), a public repository of structured organic reaction records. describe an organic reaction: reactants, conditions, products, and yield Starting materials: C([O-])([O-])=O.[K+].[K+] (Potassium carbonate), C(C1=CC=CC=C1)OC1=CC=C(C=C1)C(CI)=O (1-(4-benzyloxy-phenyl)-2-iodo-ethanone), C(C1=CC=CC=C1)OC=1C=CC(=C(C1)O)C(O)C1=CC=C(C=C1)OCC1=CC=CC=C1 (5-benzyloxy-2-[(4-benzyloxy-phenyl)-hydroxy-methyl]-phenol). Solvent: CC(=O)C (acetone). Yields the product C(C1=CC=CC=C1)OC=1C=CC(=C(OCC(=O)C2=CC=C(C=C2)OCC2=CC=CC=C2)C1)C(O)C1=CC=C(C=C1)OCC1=CC=CC=C1 (2-{5-Benzyloxy-2-[(4-benzyloxy-phenyl)-hydroxy-methyl]-phenoxy}-1-(4-benzyloxy-phenyl)-ethanone). Yield: 59.8%. As a reaction SMILES: C(=O)([O-])[O-].[K+].[K+].[CH2:7]([O:14][C:15]1[CH:20]=[CH:19][C:18]([C:21](=[O:24])[CH2:22]I)=[CH:17][CH:16]=1)[C:8]1[CH:13]=[CH:12][CH:11]=[CH:10][CH:9]=1.[CH2:25]([O:32][C:33]1[CH:34]=[CH:35][C:36]([CH:40]([C:42]2[CH:47]=[CH:46][C:45]([O:48][CH2:49][C:50]3[CH:55]=[CH:54][CH:53]=[CH:52][CH:51]=3)=[CH:44][CH:43]=2)[OH:41])=[C:37]([OH:39])[CH:38]=1)[C:26]1[CH:31]=[CH:30][CH:29]=[CH:28][CH:27]=1>CC(C)=O>[CH2:25]([O:32][C:33]1[CH:34]=[CH:35][C:36]([CH:40]([C:42]2[CH:47]=[CH:46][C:45]([O:48][CH2:49][C:50]3[CH:55]=[CH:54][CH:53]=[CH:52][CH:51]=3)=[CH:44][CH:43]=2)[OH:41])=[C:37]([CH:38]=1)[O:39][CH2:22][C:21]([C:18]1[CH:19]=[CH:20][C:15]([O:14][CH2:7][C:8]2[CH:13]=[CH:12][CH:11]=[CH:10][CH:9]=2)=[CH:16][CH:17]=1)=[O:24])[C:26]1[CH:27]=[CH:28][CH:29]=[CH:30][CH:31]=1 |f:0.1.2|. Procedure details: Potassium carbonate (0.165 g, 1.2 mmol) was added to a solution of 1-(4-benzyloxy-phenyl)-2-iodo-ethanone (P4) (0.352 g, 1 mmol) and 5-benzyloxy-2-[(4-benzyloxy-phenyl)-hydroxy-methyl]-phenol (P3) (0.412 g, 1 mmol) were in 40 mL of dry acetone and the mixture was refluxed for 6 hr. After completion of reaction (TLC), the solvent was evaporated and the residue extracted with EtOAc:water (3×40 mL). The organic layers were combined, dried over sodium sulfate and evaporated. The residue was dissolve...